From a dataset of the Open Reaction Database (ORD), a public repository of structured organic reaction records. describe an organic reaction: reactants, conditions, products, and yield Reaction SMILES: [CH2:1]([C:3]1([CH2:15][CH3:16])[O:8][C:7](=[O:9])[NH:6][C:5]2[CH:10]=[CH:11][C:12](I)=[CH:13][C:4]1=2)[CH3:2].[Cl:17][C:18]1[CH:19]=[C:20](B(O)O)[CH:21]=[CH:22][CH:23]=1>>[Cl:17][C:18]1[CH:23]=[C:22]([C:12]2[CH:11]=[CH:10][C:5]3[NH:6][C:7](=[O:9])[O:8][C:3]([CH2:15][CH3:16])([CH2:1][CH3:2])[C:4]=3[CH:13]=2)[CH:21]=[CH:20][CH:19]=1. Reported procedure: Prepared from 4,4-diethyl-6-iodo-1,4-dihydrobenzo[d][1,3]oxazin-2-one and 3-chlorophenyl boronic acid according to Procedure A. White solid: mp 150-151° C. 1H-NMR (CDCl3) δ 8.52 (s, 1H, D2O exchangeable), 7.50 (s, 1H), 7.31-7.44 (m, 4H), 7.16 (d, 1H, J=1.5 Hz), 6.89 (d, 1H, J=8.2 Hz), 2.03 (m, 4H), 0.94 (t, 6H, J=7.4 Hz); MS (EI) m/z 315(M+, 53%). Anal. Calc. For C18H18ClNO2: C, 68.46; H, 5.75; N, 4.44. Found: C, 68.16; H, 5.81; N, 4.32. Yields the product ClC=1C=C(C=CC1)C1=CC2=C(NC(OC2(CC)CC)=O)C=C1 (6-(3-Chlorophenyl)-4,4-diethyl-1,4-dihydrobenzo[d][1,3]oxazin-2-one). Starting materials: C(C)C1(C2=C(NC(O1)=O)C=CC(=C2)I)CC (4,4-diethyl-6-iodo-1,4-dihydrobenzo[d][1,3]oxazin-2-one), ClC=1C=C(C=CC1)B(O)O (3-chlorophenyl boronic acid). Starting materials: BrC1=CC=CC(=N1)C(CCCC)O (1-(6-bromo-2-pyridinyl)-1-pentanol), OC1=CC(=C(OCC(=O)OCC)C=C1)C (ethyl (4-hydroxy-2-methylphenoxy)acetate), ice water, C1CCN(CC1)C(=O)N=NC(=O)N2CCCCC2 (ADDP), P(CCCC)(CCCC)CCCC (nBu3P). The solvent is C1CCOC1 (THF). The product is BrC1=CC=CC(=N1)C(CCCC)OC1=CC(=C(C=C1)OCC(=O)OCC)C (Ethyl [(4-{[1-(6-bromo-2-pyridinyl)pentyl]oxy}-2-methylphenyl)oxy]acetate). Isolated yield 64.6%. RXN SMILES: [Br:1][C:2]1[N:7]=[C:6]([CH:8]([OH:13])[CH2:9][CH2:10][CH2:11][CH3:12])[CH:5]=[CH:4][CH:3]=1.O[C:15]1[CH:27]=[CH:26][C:18]([O:19][CH2:20][C:21]([O:23][CH2:24][CH3:25])=[O:22])=[C:17]([CH3:28])[CH:16]=1.C1CCN(C(N=NC(N2CCCCC2)=O)=O)CC1.P(CCCC)(CCCC)CCCC>C1COCC1>[Br:1][C:2]1[N:7]=[C:6]([CH:8]([O:13][C:15]2[CH:27]=[CH:26][C:18]([O:19][CH2:20][C:21]([O:23][CH2:24][CH3:25])=[O:22])=[C:17]([CH3:28])[CH:16]=2)[CH2:9][CH2:10][CH2:11][CH3:12])[CH:5]=[CH:4][CH:3]=1. Procedure details: To a stirred solution of 1-(6-bromo-2-pyridinyl)-1-pentanol (2.00 g, 8.19 mmol) and ethyl (4-hydroxy-2-methylphenoxy)acetate (1.89 g, 8.99 mmol) in dry THF (160 mL) at 0° C. (ice/water bath) under nitrogen was added ADDP (4.13 g, 16.37 mmol) portion-wise over 5 min followed by nBu3P (1.07 mL, 4.30 mmol) drop-wise over 1-2 min. The mixture was stirred with slow warming to rt over 21 h and then concentrated under vacuum, diluted with EtOAc (300 mL) and washed with water (200 mL). The aqueous layer... Product: CCc1cc(CN2CC(C(=O)O)C2)sc1-c1noc(-c2ccc(Oc3cccc(F)c3)c(F)c2)n1. Reaction SMILES: [CH2:1]([CH3:2])[c:3]1[cH:4][c:5]([CH2:28][N:29]2[CH2:30][CH:31]([C:33](=[O:34])[O:35][CH3:36])[CH2:32]2)[s:6][c:7]1-[c:8]1[n:9][o:10][c:11](-[c:13]2[cH:14][c:15]([F:27])[c:16]([O:19][c:20]3[cH:21][c:22]([F:26])[cH:23][cH:24][cH:25]3)[cH:17][cH:18]2)[n:12]1.[Na+:38].[OH-:37]>>[CH2:1]([CH3:2])[c:3]1[cH:4][c:5]([CH2:28][N:29]2[CH2:30][CH:31]([C:33](=[O:34])[OH:35])[CH2:32]2)[s:6][c:7]1-[c:8]1[n:9][o:10][c:11](-[c:13]2[cH:14][c:15]([F:27])[c:16]([O:19][c:20]3[cH:21][c:22]([F:26])[cH:23][cH:24][cH:25]3)[cH:17][cH:18]2)[n:12]1. Reactants: CCc1cc(CN2CC(C(=O)OC)C2)sc1-c1noc(-c2ccc(Oc3cccc(F)c3)c(F)c2)n1, [Na+], [OH-]. Starting materials: BrBr, Cc1ccccc1C(=O)O, ClCCl, [Fe]. Yields the product Cc1ccc(Br)cc1C(=O)O. As a reaction SMILES: [Br:11][Br:12].[CH3:1][c:2]1[cH:3][cH:4][cH:5][cH:6][c:7]1[C:8]([OH:9])=[O:10].[Cl:13][CH2:14][Cl:15].[Fe:16]>>[CH3:1][c:2]1[cH:3][cH:4][c:5]([Br:11])[cH:6][c:7]1[C:8]([OH:9])=[O:10]. Reactants: CCC(CC)(c1ccc(OCC(O)C(C)(C)C)c(C)c1)c1ccc(C(=O)NCCS(C)(=O)=O)c(C)c1, C[N+]1([O-])CCOCC1, CCC[N+](CCC)(CCC)CCC, O=[Ru](=O)(=O)[O-]. Yields the product CCC(CC)(c1ccc(OCC(=O)C(C)(C)C)c(C)c1)c1ccc(C(=O)NCCS(C)(=O)=O)c(C)c1. Reaction SMILES: [CH2:1]([CH3:2])[C:3]([CH2:4][CH3:5])([c:6]1[cH:7][c:8]([CH3:20])[c:9]([O:12][CH2:13][CH:14]([C:15]([CH3:16])([CH3:17])[CH3:18])[OH:19])[cH:10][cH:11]1)[c:21]1[cH:22][c:23]([CH3:36])[c:24]([C:25](=[O:26])[NH:27][CH2:28][CH2:29][S:30](=[O:31])(=[O:32])[CH3:33])[cH:34][cH:35]1.[CH3:37][N+:38]1([O-:39])[CH2:40][CH2:41][O:42][CH2:43][CH2:44]1.[CH3:45][CH2:46][CH2:47][N+:48]([CH2:49][CH2:50][CH3:51])([CH2:52][CH2:53][CH3:54])[CH2:55][CH2:56][CH3:57].[O:58]=[Ru:59](=[O:60])([O-:61])=[O:62]>>[CH2:1]([CH3:2])[C:3]([CH2:4][CH3:5])([c:6]1[cH:7][c:8]([CH3:20])[c:9]([O:12][CH2:13][C:14]([C:15]([CH3:16])([CH3:17])[CH3:18])=[O:19])[cH:10][cH:11]1)[c:21]1[cH:22][c:23]([CH3:36])[c:24]([C:25](=[O:26])[NH:27][CH2:28][CH2:29][S:30](=[O:31])(=[O:32])[CH3:33])[cH:34][cH:35]1. Reactants: O=C1CCC(=O)N1Br, CC(C)=O, CC(C)n1nc(-c2ncc(N)nc2-c2ccccc2)ccc1=O, CN(C)C=O, O. The product is CC(C)n1nc(-c2nc(Br)c(N)nc2-c2ccccc2)ccc1=O. As a reaction SMILES: [Br:1][N:2]1[C:3](=[O:4])[CH2:5][CH2:6][C:7]1=[O:8].[CH3:38][C:39](=[O:40])[CH3:41].[NH2:9][c:10]1[n:11][c:12](-[c:26]2[cH:27][cH:28][cH:29][cH:30][cH:31]2)[c:13](-[c:16]2[cH:17][cH:18][c:19](=[O:25])[n:20]([CH:22]([CH3:23])[CH3:24])[n:21]2)[n:14][cH:15]1.[O:33]=[CH:34][N:35]([CH3:36])[CH3:37].[OH2:32]>>[Br:1][c:15]1[c:10]([NH2:9])[n:11][c:12](-[c:26]2[cH:27][cH:28][cH:29][cH:30][cH:31]2)[c:13](-[c:16]2[cH:17][cH:18][c:19](=[O:25])[n:20]([CH:22]([CH3:23])[CH3:24])[n:21]2)[n:14]1. The reactants are CCCCC(N)C(=O)O, OCc1ccccc1, O=S(Cl)Cl. Yields the product CCCCC(N)C(=O)OCc1ccccc1. Reaction SMILES: [NH2:1][CH:2]([CH2:3][CH2:4][CH2:5][CH3:6])[C:7](=[O:8])[OH:9].[OH:14][CH2:15][c:16]1[cH:17][cH:18][cH:19][cH:20][cH:21]1.[S:10]([Cl:11])([Cl:12])=[O:13]>>[NH2:1][CH:2]([CH2:3][CH2:4][CH2:5][CH3:6])[C:7]([O:8][CH2:15][c:16]1[cH:17][cH:18][cH:19][cH:20][cH:21]1)=[O:9]. Starting materials: C(C)OC=C(C(=O)OCC)C(=O)OCC (diethyl ethoxymethylenemalonate), C(C)(=O)OCC1NC2=CC=C(C=C2C1)I ((5-iodo-2,3-dihydro-1H-indol-2-yl)methyl acetate). Conditions: temperature 120 celsius. Yields the product C(C)(=O)OCC1CC=2C=C(C=C3C(C(=CN1C23)C(=O)OCC)=O)I (Ethyl 2-((Acetyloxy)methyl)-8-iodo-6-oxo-1,2-dihydro-6H-pyrrolo[3,2,1-ij]quinoline-5-carboxylate). Isolated yield 88.0%. RXN SMILES: C(O[CH:4]=[C:5]([C:11]([O:13]CC)=O)[C:6]([O:8][CH2:9][CH3:10])=[O:7])C.[C:16]([O:19][CH2:20][CH:21]1[CH2:29][C:28]2[C:23](=[CH:24][CH:25]=[C:26]([I:30])[CH:27]=2)[NH:22]1)(=[O:18])[CH3:17]>>[C:16]([O:19][CH2:20][CH:21]1[N:22]2[C:23]3[C:24]([C:11](=[O:13])[C:5]([C:6]([O:8][CH2:9][CH3:10])=[O:7])=[CH:4]2)=[CH:25][C:26]([I:30])=[CH:27][C:28]=3[CH2:29]1)(=[O:18])[CH3:17]. Procedure details: A mixture of diethyl ethoxymethylenemalonate (2.73 mL) and (5-iodo-2,3-dihydro-1H-indol-2-yl)methyl acetate (Preparation 8, 3.90 g) is heated to 120° C. under a stream of nitrogen. After starting material is consumed, the mixture is cooled and diluted with EtOAc. The crude product is chromatographed eluting with 20, 40, and 60% EtOAc in heptane (500 mL each) to give 5.28 g (88%) of the corresponding enamine as a brown oil. A portion of this material (4.61 g) is dissolved in Eaton's Reagent (10 m... Starting materials: Cl.CN (Methylamine hydrochloride), C(=O)(OC(C)(C)C)N[C@H](CC1=CC=CC=C1)C(=O)O (Boc-D-phenyl-alanine). Product: C(C)(C)(C)OC(N[C@H](CC1=CC=CC=C1)C(NC)=O)=O ((R)-(1-Methylcarbamoyl-2-phenyl-ethyl)-carbamic acid tert-butyl ester). RXN SMILES: Cl.[CH3:2][NH2:3].[C:4]([NH:11][C@@H:12]([C:20]([OH:22])=O)[CH2:13][C:14]1[CH:19]=[CH:18][CH:17]=[CH:16][CH:15]=1)([O:6][C:7]([CH3:10])([CH3:9])[CH3:8])=[O:5]>>[C:7]([O:6][C:4](=[O:5])[NH:11][C@@H:12]([C:20](=[O:22])[NH:3][CH3:2])[CH2:13][C:14]1[CH:19]=[CH:18][CH:17]=[CH:16][CH:15]=1)([CH3:10])([CH3:9])[CH3:8] |f:0.1|. Reported procedure: Methylamine hydrochloride (3.1 mmol) and Boc-D-phenyl-alanine (2.8 mmol) were coupled according to Procedure A (0-25° C. reaction temperature, 144 hour reaction time, washed with acid first, then base) giving the product which was used without further purification. Yield 760 mg, 96%.